Dataset: the Open Reaction Database (ORD), a public repository of structured organic reaction records. Task: describe an organic reaction: reactants, conditions, products, and yield Starting materials: CCc1c(-c2ccc(OCc3ccccc3)cc2)c2cc(C(=O)OC)c3c(NC(C)=O)ccc1n23, CO, [K+], [OH-]. Yields the product CCc1c(-c2ccc(OCc3ccccc3)cc2)c2cc(C(=O)O)c3c(NC(C)=O)ccc1n23. As a reaction SMILES: [C:1]([CH3:2])(=[O:3])[NH:4][c:5]1[cH:6][cH:7][c:8]2[n:9]3[c:10]([cH:11][c:12]([C:14](=[O:15])[O:16][CH3:17])[c:13]13)[c:18](-[c:22]1[cH:23][cH:24][c:25]([O:28][CH2:29][c:30]3[cH:31][cH:32][cH:33][cH:34][cH:35]3)[cH:26][cH:27]1)[c:19]2[CH2:20][CH3:21].[CH3:38][OH:39].[K+:37].[OH-:36]>>[C:1]([CH3:2])(=[O:3])[NH:4][c:5]1[cH:6][cH:7][c:8]2[n:9]3[c:10]([cH:11][c:12]([C:14](=[O:15])[OH:16])[c:13]13)[c:18](-[c:22]1[cH:23][cH:24][c:25]([O:28][CH2:29][c:30]3[cH:31][cH:32][cH:33][cH:34][cH:35]3)[cH:26][cH:27]1)[c:19]2[CH2:20][CH3:21]. The product is C1(=CC=CC=C1)C(C=1CCC(NN1)=O)C1=CC=CC=C1 (6-(diphenylmethyl)-4,5-dihydropyridazin-3(2H)-one). Procedure details: A mixture of 4-oxo-5,5-diphenylpentanoic acid (2.47 g) and hydrazine monohydrate (1.4 mL) in toluene (49 mL) was refluxed for 3.5 hours. Water and EtOAc were poured into the reaction mixture. The organic layer was separated, washed with saturated NaHCO3 aqueous solution and brine, and dried over anhydrous MgSO4, filtered and evaporated in vacuo. The residue was washed with MeCN to give 6-(diphenylmethyl)-4,5-dihydropyridazin-3(2H)-one (0.85 g) as white powder. The solvent is C1(=CC=CC=C1)C (toluene). RXN SMILES: O=[C:2]([CH:8]([C:15]1[CH:20]=[CH:19][CH:18]=[CH:17][CH:16]=1)[C:9]1[CH:14]=[CH:13][CH:12]=[CH:11][CH:10]=1)[CH2:3][CH2:4][C:5](O)=[O:6].O.[NH2:22][NH2:23].O.CCOC(C)=O>C1(C)C=CC=CC=1>[C:9]1([CH:8]([C:15]2[CH:20]=[CH:19][CH:18]=[CH:17][CH:16]=2)[C:2]2[CH2:3][CH2:4][C:5](=[O:6])[NH:22][N:23]=2)[CH:14]=[CH:13][CH:12]=[CH:11][CH:10]=1 |f:1.2|. The reactants are O=C(CCC(=O)O)C(C1=CC=CC=C1)C1=CC=CC=C1 (4-oxo-5,5-diphenylpentanoic acid), O.NN (hydrazine monohydrate), O (Water), CCOC(=O)C (EtOAc). Reactants: C1=CC(=CC=C1O)Br (p-bromophenol), CN(C=O)C (DMF), [H-].[Na+] (NaH), COCCl (methoxymethyl chloride). Run in O (water). Run at temperature 30 celsius. The product is COCOC1=CC=C(C=C1)Br (4-bromopheny methoxymethyl ether). Yield: 79.1%. RXN SMILES: [CH:1]1[C:6]([OH:7])=[CH:5][CH:4]=[C:3]([Br:8])[CH:2]=1.CN(C)C=O.[H-].[Na+].[CH3:16][O:17][CH2:18]Cl>O>[CH3:16][O:17][CH2:18][O:7][C:6]1[CH:5]=[CH:4][C:3]([Br:8])=[CH:2][CH:1]=1 |f:2.3|. Procedure details: Into a reactor, 40 g of p-bromophenol and 200 ml of DMF (dimethylformamide) were charged, to which 10 g of a 60% NaH (sodium hydride) were gradually added to give a solution. To the solution, 18 g of methoxymethyl chloride were added dropwise with stirring at a temperature of 30° C. or lower, and reacted overnight at room temperature to give a reaction solution. The reaction solution was poured into water, extracted with benzene, washed with water, dried over sodium sulfate anhydride, and therea... Reactants: [Al+3], CCOC(=O)c1nc(-c2ccc(C)cc2)oc1C(C)C, Cl, [H-], [H-], [H-], [H-], [Li+], C1CCOC1. Yields the product Cc1ccc(-c2nc(CO)c(C(C)C)o2)cc1. Reaction SMILES: [Al+3:22].[CH:1]([CH3:2])([CH3:3])[c:4]1[c:5]([C:16](=[O:17])[O:18][CH2:19][CH3:20])[n:6][c:7](-[c:9]2[cH:10][cH:11][c:12]([CH3:15])[cH:13][cH:14]2)[o:8]1.[ClH:27].[H-:21].[H-:24].[H-:25].[H-:26].[Li+:23].[O:28]1[CH2:29][CH2:30][CH2:31][CH2:32]1>>[CH:1]([CH3:2])([CH3:3])[c:4]1[c:5]([CH2:16][OH:17])[n:6][c:7](-[c:9]2[cH:10][cH:11][c:12]([CH3:15])[cH:13][cH:14]2)[o:8]1. The reactants are C[SiH](C)OCC1(C(C)(C)C)CC(OS(C)(=O)=O)CN1S(C)(=O)=O, ClP(c1ccccc1)c1ccccc1, [Na], C1COCCO1, C1CCOC1. The product is C[SiH](C)OCC1(C(C)(C)C)CC(P(c2ccccc2)c2ccccc2)CN1S(C)(=O)=O. Reaction SMILES: [CH3:22][S:23](=[O:24])(=[O:25])[N:26]1[C:27]([C:36]([CH3:37])([CH3:38])[CH3:39])([CH2:40][O:41][SiH:42]([CH3:43])[CH3:44])[CH2:28][CH:29]([O:31][S:32]([CH3:33])(=[O:34])=[O:35])[CH2:30]1.[Cl:7][P:8]([c:9]1[cH:10][cH:11][cH:12][cH:13][cH:14]1)[c:15]1[cH:16][cH:17][cH:18][cH:19][cH:20]1.[Na:21].[O:1]1[CH2:2][CH2:3][O:4][CH2:5][CH2:6]1.[O:45]1[CH2:46][CH2:47][CH2:48][CH2:49]1>>[P:8]([c:9]1[cH:10][cH:11][cH:12][cH:13][cH:14]1)([c:15]1[cH:16][cH:17][cH:18][cH:19][cH:20]1)[CH:29]1[CH2:28][C:27]([C:36]([CH3:37])([CH3:38])[CH3:39])([CH2:40][O:41][SiH:42]([CH3:43])[CH3:44])[N:26]([S:23]([CH3:22])(=[O:24])=[O:25])[CH2:30]1. Starting materials: [OH-].[K+] (potassium hydroxide), OC=1C=CC=C2C=CC=NC12 (8-hydroxy quinoline), CI (methyl iodide). The solvent is C1CCOC1 (THF). The product is COC=1C=CC=C2C=CC=NC12 (8-Methoxyquinoline). The yield is 102.4%. As a reaction SMILES: [OH-].[K+].[OH:3][C:4]1[CH:5]=[CH:6][CH:7]=[C:8]2[C:13]=1[N:12]=[CH:11][CH:10]=[CH:9]2.[CH3:14]I>C1COCC1>[CH3:14][O:3][C:4]1[CH:5]=[CH:6][CH:7]=[C:8]2[C:13]=1[N:12]=[CH:11][CH:10]=[CH:9]2 |f:0.1|. Reported procedure: Add potassium hydroxide (435 g, 7.76 mol) to a solution of 8-hydroxy quinoline (250 g, 1.724 mol) in THF (10 L) at ambient temperature and stir. Add methyl iodide (435 g, 2.58 mol) dropwise and stir overnight. Filter the reaction mixture and wash the solid with THF (2 L). Concentrate the solution to dryness; add water; extract with dichloromethane (2×3 L); combine the organic layers; and wash with brine. Collect the organic layers and dry over sodium sulfate. Remove the solids by filtration. Col...